Dataset: the Open Reaction Database (ORD), a public repository of structured organic reaction records. Task: describe an organic reaction: reactants, conditions, products, and yield RXN SMILES: Cl.[NH2:2][C:3]1[CH:21]=[CH:20][C:19]([Cl:22])=[CH:18][C:4]=1[C:5]([NH:7][CH2:8][C:9]1[CH:14]=[CH:13][C:12]2[O:15][CH2:16][O:17][C:11]=2[CH:10]=1)=[O:6].[C:23](Cl)(=[O:25])[CH3:24].C(N(C(C)C)CC)(C)C>O1CCCC1>[C:23]([NH:2][C:3]1[CH:21]=[CH:20][C:19]([Cl:22])=[CH:18][C:4]=1[C:5]([NH:7][CH2:8][C:9]1[CH:14]=[CH:13][C:12]2[O:15][CH2:16][O:17][C:11]=2[CH:10]=1)=[O:6])(=[O:25])[CH3:24] |f:0.1|. Reactants: Cl.NC1=C(C(=O)NCC2=CC3=C(C=C2)OCO3)C=C(C=C1)Cl (2-Amino-5-chloro-N-(3,4-methylenedioxybenzyl)benzamide hydrochloride), C(C)(=O)Cl (acetyl chloride), C(C)(C)N(CC)C(C)C (diisopropylethylamine). Procedure: 2-Amino-5-chloro-N-(3,4-methylenedioxybenzyl)benzamide hydrochloride (100 mg) was reacted with 40 μl of acetyl chloride in 5 ml of tetrahydrofuran in the presence of 150 μl of diisopropylethylamine. The reaction mixture was subjected to extraction with ethyl acetate and water and recrystallization from ethyl acetate/hexane to give 85 mg of 2-acetamido-5-chloro-N-(3,4-methylenedioxybenzyl)benzamide (yield: 84%). Isolated yield 84.0%. The solvent is O1CCCC1 (tetrahydrofuran). Product: C(C)(=O)NC1=C(C(=O)NCC2=CC3=C(C=C2)OCO3)C=C(C=C1)Cl (2-acetamido-5-chloro-N-(3,4-methylenedioxybenzyl)benzamide). The reactants are ClCC=1N(C=C(N1)C=1C(=NOC1C)C1=CC=CC=C1)C1=CC=C(C=C1)[N+](=O)[O-] (4-[2-chloromethyl-1-(4-nitro-phenyl)-1H-imidazol-4-yl]-5-methyl-3-phenyl-isoxazole), [O-]CC.[Na+] (sodium ethoxide). The solvent is CO (methanol), C(C)O (ethanol). The product is C(C)OCC=1N(C=C(N1)C=1C(=NOC1C)C1=CC=CC=C1)C1=CC=C(C=C1)[N+](=O)[O-] (4-[2-Ethoxymethyl-1-(4-nitro-phenyl)-1H-imidazol-4-yl]-5-methyl-3-phenyl-isoxazole). The yield is 92.0%. RXN SMILES: Cl[CH2:2][C:3]1[N:4]([C:20]2[CH:25]=[CH:24][C:23]([N+:26]([O-:28])=[O:27])=[CH:22][CH:21]=2)[CH:5]=[C:6]([C:8]2[C:9]([C:14]3[CH:19]=[CH:18][CH:17]=[CH:16][CH:15]=3)=[N:10][O:11][C:12]=2[CH3:13])[N:7]=1.[O-:29][CH2:30][CH3:31].[Na+]>C(O)C.CO>[CH2:30]([O:29][CH2:2][C:3]1[N:4]([C:20]2[CH:25]=[CH:24][C:23]([N+:26]([O-:28])=[O:27])=[CH:22][CH:21]=2)[CH:5]=[C:6]([C:8]2[C:9]([C:14]3[CH:19]=[CH:18][CH:17]=[CH:16][CH:15]=3)=[N:10][O:11][C:12]=2[CH3:13])[N:7]=1)[CH3:31] |f:1.2|. Procedure details: As described for Example 150, 4-[2-chloromethyl-1-(4-nitro-phenyl)-1H-imidazol-4-yl]-5-methyl-3-phenyl-isoxazole (50 mg, 0.13 mmol), using sodium ethoxide in ethanol instead of sodium methoxide in methanol, was converted to the title compound (47 mg, 92%) which was obtained as a yellow solid. MS: m/e=405.5 [M+H]+. Reactants: CC1=CC(OC2=CC(=CC(=C12)OC)OCC=C)=O (4-methyl-5-methoxy-7-allyloxycoumarin), CCCCCC (n-hexane). The solvent is CCN(CC)C=1C=CC=CC1 (diethylaniline). The product is CC1=CC(OC2=C(C(=CC(=C12)OC)O)CC=C)=O (4-methyl-5-methoxy-7-hydroxy-8-allylcoumarin). RXN SMILES: [CH3:1][C:2]1[C:11]2[C:6](=[CH:7][C:8]([O:14]CC=C)=[CH:9][C:10]=2[O:12][CH3:13])[O:5][C:4](=[O:18])[CH:3]=1.[CH3:19][CH2:20][CH2:21]CCC>CCN(C1C=CC=CC=1)CC>[CH3:1][C:2]1[C:11]2[C:6](=[C:7]([CH2:21][CH:20]=[CH2:19])[C:8]([OH:14])=[CH:9][C:10]=2[O:12][CH3:13])[O:5][C:4](=[O:18])[CH:3]=1. Procedure details: A solution of 4-methyl-5-methoxy-7-allyloxycoumarin (XXXVI; 4.0 g) in diethylaniline (80 ml) was refluxed for 3 h. After cooling, n-hexane (400 ml) was added and the precipitate was collected, washed several times with n-hexane and crystallized twice from EtOAc to give 4-methyl-5-methoxy-7-hydroxy-8-allylcoumarin (XXXVII: 2.8 g; m.p. 198° C.) free from its isomer, the 4-methyl-5-methoxy-6-allyl-7-hydroxycoumarin (which during the successive steps can lead to the formation of a linear furocoumari... Reactants: COC(=O)C1CC(C2=CC=CC=C12)(O[Si](C)(C)C)C#N (3-cyano-3-trimethylsilanyloxy-indan-1-carboxylic acid methyl ester), O.C1(=CC=C(C=C1)S(=O)(=O)O)C (p-toluenesulfonic acid monohydrate), [H][H] (hydrogen). The reagents and catalysts are [OH-].[OH-].[Pd+2] (palladium hydroxide on carbon). Solvent: CO (methanol). Run at time 15 minute. The product is COC(=O)C1CC(C2=CC=CC=C12)CN (3-Aminomethyl-indan-1-carboxylic Acid Methyl Ester). Yield: 88.9%. As a reaction SMILES: [CH3:1][O:2][C:3]([CH:5]1[C:13]2[C:8](=[CH:9][CH:10]=[CH:11][CH:12]=2)[C:7]([C:19]#[N:20])(O[Si](C)(C)C)[CH2:6]1)=[O:4].O.C1(C)C=CC(S(O)(=O)=O)=CC=1.[H][H]>CO.[OH-].[OH-].[Pd+2]>[CH3:1][O:2][C:3]([CH:5]1[C:13]2[C:8](=[CH:9][CH:10]=[CH:11][CH:12]=2)[CH:7]([CH2:19][NH2:20])[CH2:6]1)=[O:4] |f:1.2,5.6.7|. Reported procedure: To a solution of 5.79 g of 3-cyano-3-trimethylsilanyloxy-indan-1-carboxylic acid methyl ester (20.0 mmol, 1.0 equivalent) in 25 mL of methanol was added 5.71 g of p-toluenesulfonic acid monohydrate (30.0 mmol, 1.5 equivalent). The solution was stirred for 15 minutes and then 4.21 g of 20% palladium hydroxide on carbon, 50% wet by weight, (3.00 mmol, 0.15 equivalent) was added. The reaction mixture was subjected to hydrogenolysis at 50 psi of hydrogen over 24 hours. After this time, the reaction ... Starting materials: O=C([O-])[O-], CN(C)C=O, Cl, [K+], [K+], O=[N+]([O-])c1ccc(S)cc1, Nc1nc(CCl)cs1. The product is Nc1nc(CSc2ccc([N+](=O)[O-])cc2)cs1. RXN SMILES: [C:20](=[O:21])([O-:22])[O-:23].[CH3:26][N:27]([CH3:28])[CH:29]=[O:30].[ClH:11].[K+:24].[K+:25].[N+:1](=[O:2])([O-:3])[c:4]1[cH:5][cH:6][c:7]([SH:10])[cH:8][cH:9]1.[NH2:12][c:13]1[s:14][cH:15][c:16]([CH2:18][Cl:19])[n:17]1>>[N+:1](=[O:2])([O-:3])[c:4]1[cH:5][cH:6][c:7]([S:10][CH2:18][c:16]2[cH:15][s:14][c:13]([NH2:12])[n:17]2)[cH:8][cH:9]1. As a reaction SMILES: [CH3:1][O:2][C:3](=[O:4])[c:5]1[n:6][cH:7][c:8]([O:11][c:12]2[cH:13][c:14]3[c:15]([cH:25][cH:26]2)[CH2:16][CH2:17][N:18]([CH:21]2[CH2:22][CH2:23][CH2:24]2)[CH2:19][CH2:20]3)[n:9][cH:10]1.[CH3:27][CH2:28][OH:29].[Na+:31].[OH-:30]>>[O:2]=[C:3]([OH:4])[c:5]1[n:6][cH:7][c:8]([O:11][c:12]2[cH:13][c:14]3[c:15]([cH:25][cH:26]2)[CH2:16][CH2:17][N:18]([CH:21]2[CH2:22][CH2:23][CH2:24]2)[CH2:19][CH2:20]3)[n:9][cH:10]1. Yields the product O=C(O)c1cnc(Oc2ccc3c(c2)CCN(C2CCC2)CC3)cn1. The reactants are COC(=O)c1cnc(Oc2ccc3c(c2)CCN(C2CCC2)CC3)cn1, CCO, [Na+], [OH-].